Dataset: the Open Reaction Database (ORD), a public repository of structured organic reaction records. Task: describe an organic reaction: reactants, conditions, products, and yield Procedure: Sodium hydride (0.005 g. of a 50% dispersion in mineral oil) was added to a stirred solution of N-n-butyl-11-(3,17β-dihydroxyoestra-1,3,5(10)-trien-7α-yl)-N-ethylundecanamide (Example 2; 0.052 g.) in tetrahydrofuran (2 ml.) and the mixture was stirred at laboratory temperature for 3.5 hours. Butyryl chloride (0.014 ml.) was added and the mixture was stirred at laboratory temperature for 16 hours, diluted with ethyl acetate (30 ml.) and filtered. The filtrate was washed with water, dried and evap... The reactants are [H-].[Na+] (Sodium hydride), C(CCC)N(C(CCCCCCCCCC[C@H]1[C@H]2[C@@H]3CC[C@@H]([C@@]3(C)CC[C@@H]2C=2C=CC(=CC2C1)O)O)=O)CC (N-n-butyl-11-(3,17β-dihydroxyoestra-1,3,5(10)-trien-7α-yl)-N-ethylundecanamide), C(C)(=O)OCC (ethyl acetate), C(CCC)(=O)Cl (Butyryl chloride). The product is C(CCC)N(C(CCCCCCCCCC[C@H]1[C@H]2[C@@H]3CC[C@@H]([C@@]3(C)CC[C@@H]2C=2C=CC(=CC2C1)OC(CCC)=O)O)=O)C (N-n-butyl-11-(3-butyryloxy-17β-hydroxyoestra-1,3,5(10)-trien-7α-yl)-N-methylundecanamide). Run at time 3.5 hour. Solvent: O1CCCC1 (tetrahydrofuran). As a reaction SMILES: [H-].[Na+].[CH2:3]([N:7]([CH2:40]C)[C:8](=[O:39])[CH2:9][CH2:10][CH2:11][CH2:12][CH2:13][CH2:14][CH2:15][CH2:16][CH2:17][CH2:18][C@@H:19]1[CH2:36][C:35]2[CH:34]=C(O)C=[CH:31][C:30]=2[C@@H:29]2[C@@H:20]1[C@H:21]1[C@@:25]([CH2:27][CH2:28]2)([CH3:26])[C@@H:24]([OH:38])[CH2:23][CH2:22]1)[CH2:4][CH2:5][CH3:6].[C:42](Cl)(=O)[CH2:43]CC.[C:48]([O:51][CH2:52][CH3:53])(=[O:50])[CH3:49]>O1CCCC1>[CH2:3]([N:7]([CH3:40])[C:8](=[O:39])[CH2:9][CH2:10][CH2:11][CH2:12][CH2:13][CH2:14][CH2:15][CH2:16][CH2:17][CH2:18][C@@H:19]1[CH2:36][C:35]2[CH:34]=[C:52]([O:51][C:48](=[O:50])[CH2:49][CH2:42][CH3:43])[CH:53]=[CH:31][C:30]=2[C@@H:29]2[C@@H:20]1[C@H:21]1[C@@:25]([CH2:27][CH2:28]2)([CH3:26])[C@@H:24]([OH:38])[CH2:23][CH2:22]1)[CH2:4][CH2:5][CH3:6] |f:0.1|.